Dataset: the Open Reaction Database (ORD), a public repository of structured organic reaction records. Task: describe an organic reaction: reactants, conditions, products, and yield Reactants: [BH4-], CCOC(=O)C=C(C)C=CCC(C)CCC=C(C)C, CCO, [K+], [Na+], [OH-]. The product is CCOC(=O)C=C(C)C=CCC(C)CCCC(C)(C)OCC. RXN SMILES: [BH4-:22].[CH3:1][C:2](=[CH:3][C:4](=[O:5])[O:6][CH2:7][CH3:8])[CH:9]=[CH:10][CH2:11][CH:12]([CH2:13][CH2:14][CH:15]=[C:16]([CH3:17])[CH3:18])[CH3:19].[CH3:24][CH2:25][OH:26].[K+:21].[Na+:23].[OH-:20]>>[CH3:1][C:2](=[CH:3][C:4](=[O:5])[O:6][CH2:7][CH3:8])[CH:9]=[CH:10][CH2:11][CH:12]([CH2:13][CH2:14][CH2:15][C:16]([CH3:17])([CH3:18])[O:26][CH2:25][CH3:24])[CH3:19]. The reactants are CC(C)CN, Cc1cccc2c1C(=O)OC2=O, Cc1ccccc1, Cc1ccc(S(=O)(=O)O)cc1. Product: Cc1cccc2c1C(=O)N(CC(C)C)C2=O. As a reaction SMILES: [CH2:13]([CH:14]([CH3:15])[CH3:16])[NH2:17].[CH3:1][c:2]1[c:3]2[c:4]([cH:10][cH:11][cH:12]1)[C:5](=[O:6])[O:7][C:8]2=[O:9].[CH3:29][c:30]1[cH:31][cH:32][cH:33][cH:34][cH:35]1.[c:18]1([CH3:19])[cH:20][cH:21][c:22]([S:23]([OH:24])(=[O:25])=[O:26])[cH:27][cH:28]1>>[CH3:1][c:2]1[c:3]2[c:4]([cH:10][cH:11][cH:12]1)[C:5](=[O:7])[N:17]([CH2:13][CH:14]([CH3:15])[CH3:16])[C:8]2=[O:9]. The reactants are C=CCC(OCC)OCC, C=[N+]=[N-], N#N, CC(=O)[O-], CC(=O)[O-], [Pd+2]. Yields the product CCOC(CC1CC1)OCC. As a reaction SMILES: [CH2:4]([CH3:5])[O:6][CH:7]([CH2:8][CH:9]=[CH2:10])[O:11][CH2:12][CH3:13].[N+:1](=[N-:2])=[CH2:3].[N:14]#[N:15].[O-:17][C:18]([CH3:19])=[O:20].[O-:21][C:22]([CH3:23])=[O:24].[Pd+2:16]>>[CH2:3]1[CH:9]([CH2:8][CH:7]([O:6][CH2:4][CH3:5])[O:11][CH2:12][CH3:13])[CH2:10]1. The reactants are CS(C)=O, NC(CO)CCN1CC(Oc2ccc(Cl)cc2)C1, CCc1cc(NC(=O)Oc2ccccc2)n(C)n1. The product is CCc1cc(NC(=O)NC(CO)CCN2CC(Oc3ccc(Cl)cc3)C2)n(C)n1. RXN SMILES: [CH3:37][S:38]([CH3:39])=[O:40].[NH2:1][CH:2]([CH2:3][OH:4])[CH2:5][CH2:6][N:7]1[CH2:8][CH:9]([O:11][c:12]2[cH:13][cH:14][c:15]([Cl:18])[cH:16][cH:17]2)[CH2:10]1.[c:19]1([O:25][C:26](=[O:20])[NH:27][c:28]2[n:29]([CH3:35])[n:30][c:31]([CH2:33][CH3:34])[cH:32]2)[cH:21][cH:22][cH:23][cH:24][cH:36]1>>[NH:1]([CH:2]([CH2:3][OH:4])[CH2:5][CH2:6][N:7]1[CH2:8][CH:9]([O:11][c:12]2[cH:13][cH:14][c:15]([Cl:18])[cH:16][cH:17]2)[CH2:10]1)[C:26](=[O:25])[NH:27][c:28]1[n:29]([CH3:35])[n:30][c:31]([CH2:33][CH3:34])[cH:32]1. The reactants are COc1ccc(CN2CC3OC(Br)=CC3C2=O)cc1, COc1ccccc1, CCOC(C)=O, O=C(O)C(F)(F)F, [Na+], O=C([O-])O. The product is O=C1NCC2OC(Br)=CC12. RXN SMILES: [Br:1][C:2]1=[CH:3][CH:4]2[CH:5]([CH2:6][N:7]([CH2:10][c:11]3[cH:12][cH:13][c:14]([O:15][CH3:16])[cH:17][cH:18]3)[C:8]2=[O:9])[O:19]1.[CH3:32][O:33][c:34]1[cH:35][cH:36][cH:37][cH:38][cH:39]1.[CH3:40][CH2:41][O:42][C:43](=[O:44])[CH3:45].[F:25][C:26]([F:27])([F:28])[C:29]([OH:30])=[O:31].[Na+:24].[O-:20][C:21]([OH:22])=[O:23]>>[Br:1][C:2]1=[CH:3][CH:4]2[CH:5]([CH2:6][NH:7][C:8]2=[O:9])[O:19]1. The reactants are raw materials, C(CCCCC)O (n-hexanol), C=O (paraformaldehyde), C1N2CN3CN1CN(C2)C3 (hexamethylenetetramine). Product: C(CCCCC)OC(N)(OCCCCCC)OCCCCCC (tris-hexoxymethanamine). Reaction SMILES: [CH2:1]([OH:7])[CH2:2][CH2:3][CH2:4][CH2:5][CH3:6].[CH2:8]=[O:9].C1N2CN3[CH2:19][N:13](C2)CN1C3>>[CH2:1]([O:7][C:19]([O:7][CH2:1][CH2:2][CH2:3][CH2:4][CH2:5][CH3:6])([O:9][CH2:8][CH2:1][CH2:2][CH2:3][CH2:4][CH3:5])[NH2:13])[CH2:2][CH2:3][CH2:4][CH2:5][CH3:6]. Procedure: If the preferred raw materials are used in the process described above, in first step of the process n-hexanol was reacted with paraformaldehyde and hexamethylenetetramine to produce tris-hexoxymethanamine. In the second step of the process, phosphorus trichloride was reacted with neopentyl glycol in a mixture of neopentyl glycol and water to produce 5,5-dimethyl 1,3,2-dioxaphosphorinane-2-oxide. In the final step of the process the tris-hexoxymethanamine was reacted with the 5,5-dimethyl 1,3,2-...